Dataset: the Open Reaction Database (ORD), a public repository of structured organic reaction records. Task: describe an organic reaction: reactants, conditions, products, and yield Starting materials: [N+](=O)([O-])C1=CC=C(C=C1)NCC1=CC=CC=C1 (4-nitro-N-(phenylmethyl)benzenamine), N1=CC=CC=C1 (pyridine), O=C(CCC(=O)Cl)CC (4-oxohexanoyl chloride), S(=O)(Cl)Cl (thionyl chloride), C(C(=O)Cl)(=O)Cl (oxalyl chloride). The solvent is C(Cl)Cl (methylene chloride). Yields the product [N+](=O)([O-])C1=CC=C(C=C1)N(C(CCC(CC)=O)=O)CC1=CC=CC=C1 (N-(4-Nitrophenyl)-4-oxo-N-(phenylmethyl)hexanamide). RXN SMILES: [N+:1]([C:4]1[CH:9]=[CH:8][C:7]([NH:10][CH2:11][C:12]2[CH:17]=[CH:16][CH:15]=[CH:14][CH:13]=2)=[CH:6][CH:5]=1)([O-:3])=[O:2].N1C=CC=CC=1.[O:24]=[C:25]([CH2:31][CH3:32])[CH2:26][CH2:27][C:28](Cl)=[O:29].S(Cl)(Cl)=O.C(Cl)(=O)C(Cl)=O>C(Cl)Cl>[N+:1]([C:4]1[CH:5]=[CH:6][C:7]([N:10]([CH2:11][C:12]2[CH:13]=[CH:14][CH:15]=[CH:16][CH:17]=2)[C:28](=[O:29])[CH2:27][CH2:26][C:25](=[O:24])[CH2:31][CH3:32])=[CH:8][CH:9]=1)([O-:3])=[O:2]. Procedure: To a solution of 22.8 g (0.1 mol) of 4-nitro-N-(phenylmethyl)benzenamine and 7.9 g (0.1 mol) of pyridine in 150 mL of methylene chloride cooled to 0° C. add slowly a solution of 16.3 g (0.11 mol) of 4-oxohexanoyl chloride (prepared from the acid and thionyl chloride or oxalyl chloride). When the addition is complete stir the solution and allow to warm slowly to room temperature. Follow the progress of the reaction by thin-layer chromatography on silica gel. At the completion of the reaction wash...